This data is from the Open Reaction Database (ORD), a public repository of structured organic reaction records. The task is: describe an organic reaction: reactants, conditions, products, and yield Conditions: time 1 hour. Isolated yield 49.4%. Run in O1CCCC1 (tetrahydrofuran). As a reaction SMILES: [CH2:1]([O:3][C:4]([C:6]1[CH:11]=[CH:10][C:9](=[O:12])[NH:8][C:7]=1[C:13]([F:16])([F:15])[F:14])=[O:5])[CH3:2].[Br:17]N1C(=O)CCC1=O>O1CCCC1>[CH2:1]([O:3][C:4]([C:6]1[CH:11]=[C:10]([Br:17])[C:9](=[O:12])[NH:8][C:7]=1[C:13]([F:16])([F:14])[F:15])=[O:5])[CH3:2]. The product is C(C)OC(=O)C1=C(NC(C(=C1)Br)=O)C(F)(F)F (5-Bromo-1,6-dihydro-6-oxo-2-(trifluoromethyl)-3-pyridinecarboxylic acid ethyl ester). Reactants: C(C)OC(=O)C1=C(NC(C=C1)=O)C(F)(F)F (1,6-dihydro-6-oxo-2-(trifluoromethyl)-3-pyridinecarboxylic acid ethyl ester), BrN1C(CCC1=O)=O (N-bromosuccinimide). Procedure details: To a solution of 1,6-dihydro-6-oxo-2-(trifluoromethyl)-3-pyridinecarboxylic acid ethyl ester (157.6 g, 0.60 mol) in tetrahydrofuran (1500 mL) was added with stirring N-bromosuccinimide (124.3 g, 0.66 mol). The mixture was stirred for 1 h at room temperature. Two thirds of the solvent were removed in vacuo and the remaining material was poured portionwise (15 min) with stirring into cold water (20 L). The product precipitated and the suspension was stirred for 1 h at room temperature, filtered an... Starting materials: C1(=CC=CC=C1)CCC(C)=O (4-phenyl-2-butanone), ClCCl (dichloromethane). Yields the product O1CC1(CCC1=CC=CC=C1)C (1,2-epoxy-2-methyl-4-phenylbutane). The yield is 72.0%. Reaction SMILES: [C:1]1([CH2:7][CH2:8][C:9](=[O:11])[CH3:10])[CH:6]=[CH:5][CH:4]=[CH:3][CH:2]=1.Cl[CH2:13]Cl>>[O:11]1[C:9]([CH3:13])([CH2:8][CH2:7][C:1]2[CH:6]=[CH:5][CH:4]=[CH:3][CH:2]=2)[CH2:10]1. Procedure: Using the same conditions described in Example 5, but using dichloromethane as the extraction solvent, 4-phenyl-2-butanone (22.2 g, 0.15 mole) yielded an orange oil; 1,2-epoxy-2-methyl-4-phenylbutane (19.8 g, 72% yield of theory). Reactants: OCC=1N=NN(C1)CCC (4-hydroxymethyl-1-propyl-1,2,3-triazole), S(=O)(Cl)Cl (thionyl chloride). Yields the product ClCC=1N=NN(C1)CCC (4-chloromethyl-1-propyl-1,2,3-triazole). RXN SMILES: O[CH2:2][C:3]1[N:4]=[N:5][N:6]([CH2:8][CH2:9][CH3:10])[CH:7]=1.S(Cl)([Cl:13])=O>>[Cl:13][CH2:2][C:3]1[N:4]=[N:5][N:6]([CH2:8][CH2:9][CH3:10])[CH:7]=1. Procedure: To a solution of aluminum lithium hydride (0.58 g) in THF (51.4 ml) was added dropwise a solution of methyl 1-propyl-1,2,3-triazole-4-carboxylate (2.6 g) in THF (26 ml) at 0° C. The mixture was stirred for 1 hour at room temperature, and an aqueous solution of saturated sodium thiosulfate was added to the mixture at 0° C. The mixture was filtered with Celite, and washed with ethanol. The solvent was removed under reduced pressure, and the obtained residue was purified by silica gel column chroma... Starting materials: C(CC(O)(C(=O)[O-])CC(=O)[O-])(=O)[O-] (citrate), NC1=NC(=C2NC=NC2=N1)OC(C)C (2-amino-6-isopropoxypurine), N(=[N+]=[N-])[C@H]1C[C@@H](O[C@@H]1CO)N1C(=O)NC(=O)C(C)=C1 (3'-azido-3'-deoxythymidine). Conditions: temperature 50 celsius. Product: NC1=NC(=C2N=CN(C2=N1)[C@H]1C[C@@H]([C@H](O1)CO)N=[N+]=[N-])OC(C)C (2-Amino-9-(3-azido-2,3-dideoxy-β-D-erythro-pentofuranosyl)-6-isopropoxy-9H-purine). Yield: 28.0%. Reaction SMILES: C([O-])(=O)CC(CC([O-])=O)(C([O-])=O)O.[NH2:14][C:15]1[N:23]=[C:22]2[C:18]([NH:19][CH:20]=[N:21]2)=[C:17]([O:24][CH:25]([CH3:27])[CH3:26])[N:16]=1.[N:28]([C@@H:31]1[C@@H:35]([CH2:36][OH:37])[O:34][C@@H:33](N2C=C(C)C(=O)NC2=O)[CH2:32]1)=[N+:29]=[N-:30]>>[NH2:14][C:15]1[N:23]=[C:22]2[C:18]([N:19]=[CH:20][N:21]2[C@@H:33]2[O:34][C@H:35]([CH2:36][OH:37])[C@@H:31]([N:28]=[N+:29]=[N-:30])[CH2:32]2)=[C:17]([O:24][CH:25]([CH3:27])[CH3:26])[N:16]=1. Reported procedure: To 800 mL of an aqueous pH 6.0, 50 mM citrate buffer, prepared as described in Example 2c. was added 2-amino-6-isopropoxypurine (0.159 g, 0.8 mmol) and 3'-azido-3'-deoxythymidine (1.069 g, 4.0 mmol). Solution was achieved by heating the mixture at 50° C. with sonication. A sample was removed as a control. A 40 mL solution of trans-N-deoxyribosylase (Example 2b) with an activity of 1500 units/mL was added. The reaction was heated at 50° C. Six days later, 0.159 g, 0.8 mmol, of 2-amino-6-isopropox... Reactants: CC(C)(C)C(=O)Oc1cccc2ccccc12 (substrate), CC(=O)c1ccc(N(C)C)cc1 (effective_coupling_partner). The reagents and catalysts are dcypt. Conditions: temperature 150 celsius, time 24 hour. Product: CN(C)c3ccc(C(=O)Cc1cccc2ccccc12)cc3. The reactants are O=P12OP3(=O)OP(=O)(O1)OP(=O)(O2)O3 (Phosphorous pentoxide), NC1=NC=NC(=C1NC(=O)C1=C(N=CN1C)C1=CC=CC=C1)N (N-(4,6diaminopyrimidin-5-yl)-1-methyl-4-phenyl-1H-imidazole-5-carboxamide), NC1=NC=NC(=C1NC(=O)C1=C(N=CN1C)C1=CC=CC=C1)N (N-(4,6diaminopyrimidin-5-yl)-1-methyl-4-phenyl-1H-imidazole-5-carboxamide), P(O)(O)(O)=O (phosphoric acid), N (NH3). Run at temperature 160 celsius. Yields the product CN1C=NC(=C1C=1NC2=NC=NC(=C2N1)N)C1=CC=CC=C1 (8-(1-Methyl-4-phenyl-1H-imidazol-5-yl)-9H-purin-6-amine). Yield: 96.9%. As a reaction SMILES: O=P12OP3(OP(OP(O3)(O1)=O)(=O)O2)=O.[NH2:15][C:16]1[C:21]([NH:22][C:23]([C:25]2[N:29]([CH3:30])[CH:28]=[N:27][C:26]=2[C:31]2[CH:36]=[CH:35][CH:34]=[CH:33][CH:32]=2)=O)=[C:20]([NH2:37])[N:19]=[CH:18][N:17]=1.P(=O)(O)(O)O.N>>[CH3:30][N:29]1[C:25]([C:23]2[NH:15][C:16]3[C:21]([N:22]=2)=[C:20]([NH2:37])[N:19]=[CH:18][N:17]=3)=[C:26]([C:31]2[CH:36]=[CH:35][CH:34]=[CH:33][CH:32]=2)[N:27]=[CH:28]1. Procedure details: Phosphorous pentoxide (1.06 g) was added to N-(4,6diaminopyrimidin-5-yl)-1-methyl-4-phenyl-1H-imidazole-5-carboxamide (intermediate 7) (171 mg) followed by phosphoric acid (85%, 0.76 mL) and heated at 160° C. for 72 hours. Ice was added to the cooled mixture, which was then adjusted to pH 5 with aqueous NH3, the resultant precipitate filtered off, washed with water and dried at 60° C. in vacuo to give the title compound as a cream solid (156 mg, 89%); Reactants: CCO, CC(=O)c1cc([N+](=O)[O-])c(C)cc1F. Product: CC(=O)c1cc(N)c(C)cc1F. RXN SMILES: [CH3:15][CH2:16][OH:17].[F:1][c:2]1[c:3]([C:12]([CH3:13])=[O:14])[cH:4][c:5]([N+:9]([O-:10])=[O:11])[c:6]([CH3:8])[cH:7]1>>[F:1][c:2]1[c:3]([C:12]([CH3:13])=[O:14])[cH:4][c:5]([NH2:9])[c:6]([CH3:8])[cH:7]1.